This data is from the Open Reaction Database (ORD), a public repository of structured organic reaction records. The task is: describe an organic reaction: reactants, conditions, products, and yield Reactants: C(C1=CC=CC=C1)N (benzylamine), BrCC(CCl)CCl (1-bromo-2-(chloromethyl)-3-chloropropane), [OH-].[Na+] (sodium hydroxide). Run in petroleum ether, O (water), O (water). Reaction conditions: temperature 80 celsius. The product is C(C1=CC=CC=C1)N1CC(C1)CCl (1-benzyl-3-chloromethyl azetidine). As a reaction SMILES: [CH2:1]([NH2:8])[C:2]1[CH:7]=[CH:6][CH:5]=[CH:4][CH:3]=1.Br[CH2:10][CH:11]([CH2:14]Cl)[CH2:12][Cl:13].[OH-].[Na+]>O>[CH2:1]([N:8]1[CH2:14][CH:11]([CH2:12][Cl:13])[CH2:10]1)[C:2]1[CH:7]=[CH:6][CH:5]=[CH:4][CH:3]=1 |f:2.3|. Procedure: 59 g of benzylamine was added drop-by-drop over two hours to a stirred, refluxing mixture of 103 g of 1A, 50 ml of water and 200 ml of 100°/120° C. petroleum ether, under nitrogen, at 80° C., the pH of the mixture being maintained at 7-7.5. A solution of 40 g of sodium hydroxide in 60 ml of water was then added slowly to the stirred, refluxing mixture, at a rate sufficient to maintain the pH of the mixture at about 8. The resulting mixture was cooled and the aqueous phase was removed. The organi... Starting materials: Nc1nnc(Cl)cc1Br, CC(=O)O, O=N[O-], [Na+], O, O=S(=O)(O)O. Product: O=c1[nH]nc(Cl)cc1Br. RXN SMILES: [Br:5][c:6]1[c:7]([NH2:13])[n:8][n:9][c:10]([Cl:12])[cH:11]1.[CH3:20][C:21](=[O:22])[OH:23].[N:1]([O-:2])=[O:3].[Na+:4].[OH2:14].[S:15](=[O:16])(=[O:17])([OH:18])[OH:19]>>[Br:5][c:6]1[c:7](=[O:14])[nH:8][n:9][c:10]([Cl:12])[cH:11]1. Reaction SMILES: Cl.[O:2]1[CH2:7][CH2:6]OCC1.[CH2:8]1[CH2:12]O[CH2:10][CH2:9]1.[CH:13]([OH:16])([CH3:15])[CH3:14]>>[OH:16][C:13]1[CH:15]=[C:9]([CH3:10])[CH:8]=[CH:12][C:14]=1[CH2:6][CH2:7][OH:2] |f:2.3|. Procedure: Part C. A solution of the MOM compound from Part B (1.84 g, 9.38 mmol) was dissolved in 1:1 THF-isopropanol (20 mL), and treated with HCl in dioxane (2.5 mL, 4 N, 10.0 mmol). The reaction was stirred at ambient temperature overnight. Aqueous workup gave sufficiently pure product, 2-(2-hydroxy-4-methylphenyl)ethanol. Yields the product OC1=C(C=CC(=C1)C)CCO (2-(2-hydroxy-4-methylphenyl)ethanol). Starting materials: Cl (HCl), O1CCOCC1 (dioxane), C1CCOC1.C(C)(C)O (THF isopropanol). Reaction conditions: time 8 hour.